From a dataset of the Open Reaction Database (ORD), a public repository of structured organic reaction records. describe an organic reaction: reactants, conditions, products, and yield Reactants: OCC1CC1, [Cl-], [H-], Nc1ccnc(Cl)n1, [Na+], [Na+], CN(C)C=O, O. Yields the product Nc1ccnc(OCC2CC2)n1. Reaction SMILES: [CH:1]1([CH2:4][OH:5])[CH2:2][CH2:3]1.[Cl-:16].[H-:6].[NH2:8][c:9]1[n:10][c:11]([Cl:15])[n:12][cH:13][cH:14]1.[Na+:17].[Na+:7].[O:18]=[CH:19][N:20]([CH3:21])[CH3:22].[OH2:23]>>[CH:1]1([CH2:4][O:5][c:11]2[n:10][c:9]([NH2:8])[cH:14][cH:13][n:12]2)[CH2:2][CH2:3]1. Reactants: 7,10-dimethoxy-10-deacetylbaccatin, CC1=C2[C@H](C(=O)[C@@]3([C@H](C[C@@H]4[C@]([C@H]3[C@@H]([C@@](C2(C)C)(C[C@@H]1O)O)OC(=O)C=5C=CC=CC5)(CO4)OC(=O)C)O)C)O (10-deacetylbaccatin III), C1(=CC=CC=C1)C.CI (toluene methyl iodide), CC(C)([O-])C.[K+] (potassium t-butoxide). The solvent is O1CCCC1 (tetrahydrofuran). Reaction conditions: time 3 hour. The product is CC(C)([O-])C.[K+].CI.O1CCCC1 (Potassium t-butoxide methyl iodide tetrahydrofuran). As a reaction SMILES: CC1[C@@H](O)[CH2:18][C@:14]2([OH:21])[C:15](C)(C)C=1[C@@H](O)C([C@@]1(C)[C@H]([C@@H:13]2OC(C2C=CC=CC=2)=O)[C@:11]2([O:33][C:34]([CH3:36])=O)[CH2:31]O[C@@H]2C[C@@H]1O)=O.C1(C)C=CC=CC=1.[CH3:47][I:48].CC(C)([O-])C.[K+:54]>O1CCCC1>[CH3:13][C:14]([CH3:18])([O-:21])[CH3:15].[K+:54].[CH3:47][I:48].[O:33]1[CH2:11][CH2:31][CH2:36][CH2:34]1 |f:1.2,3.4,6.7.8.9|. Procedure details: A suspension of 10-deacetylbaccatin III (544 mg, 1 mmol) in a tetrahydrofuran/methyl iodide mixture (3/2, 5 ml) is added dropwise to a suspension of potassium t-butoxide (336 mg, 3 mmol, 3 equiv.) in tetrahydrofuran (4 ml) at -30° C. The mixture is then allowed to return gradually to room temperature. After stirring for 3 h 30, HPLC analysis indicates that the reaction mixture contains 10.0% (by internal standardization of the areas) of 7,10-dimethoxy-10-deacetylbaccatin. Starting materials: O (water), NC1=NC(=NC(=N1)C(C)(C)F)NC(CCCC1=CC=CC=C1)C1CC1 (2-amino-4-(1-fluoro-1-methylethyl)-6-(1-cyclopropyl-4-phenyl-1-butylamino)-1,3,5-triazine), ClC1=CC=C(C=O)C=C1 (p-chlorobenzaldehyde), C1(=CC=C(C=C1)S(=O)(=O)O)C (p-toluenesulfonic acid). Solvent: C1(=CC=CC=C1)C (toluene). The product is ClC1=CC=C(C=NC2=NC(=NC(=N2)C(C)(C)F)NC(CCCC2=CC=CC=C2)C2CC2)C=C1 (2-(4-Chlorobenzylideneamino)-4-(1-fluoro-1-methylethyl)-6-(1-cyclopropyl-4-phenyl-1-butylamino)-1,3,5-triazine). Reaction SMILES: [NH2:1][C:2]1[N:7]=[C:6]([C:8]([F:11])([CH3:10])[CH3:9])[N:5]=[C:4]([NH:12][CH:13]([CH:23]2[CH2:25][CH2:24]2)[CH2:14][CH2:15][CH2:16][C:17]2[CH:22]=[CH:21][CH:20]=[CH:19][CH:18]=2)[N:3]=1.[Cl:26][C:27]1[CH:34]=[CH:33][C:30]([CH:31]=O)=[CH:29][CH:28]=1.C1(C)C=CC(S(O)(=O)=O)=CC=1.O>C1(C)C=CC=CC=1>[Cl:26][C:27]1[CH:34]=[CH:33][C:30]([CH:31]=[N:1][C:2]2[N:7]=[C:6]([C:8]([F:11])([CH3:9])[CH3:10])[N:5]=[C:4]([NH:12][CH:13]([CH:23]3[CH2:24][CH2:25]3)[CH2:14][CH2:15][CH2:16][C:17]3[CH:22]=[CH:21][CH:20]=[CH:19][CH:18]=3)[N:3]=2)=[CH:29][CH:28]=1. Procedure details: A mixture of 2.5 g (7.28 mmol) of 2-amino-4-(1-fluoro-1-methylethyl)-6-(1-cyclopropyl-4-phenyl-1-butylamino)-1,3,5-triazine, 1.08 g (7.70 mmol) of p-chlorobenzaldehyde and 100 mg of p-toluenesulfonic acid in 80 ml of toluene are boiled for 10 hours in a water separator. When cold, all volatile constituents are distilled. The crude product is purified by column chromatography (eluent:toluene/ethyl acetate=85:15). This gives 3.0 g (89% of theory) of 2-(4-chloro-6-benzylideneamino)-4-(1-fluoro-1-me... Starting materials: O=C([O-])[O-], Cc1noc(C)c1B(O)O, COCCOC, COc1cn(-c2ccc(OS(=O)(=O)C(F)(F)F)cc2F)nc(-c2ccnn2-c2ccccc2)c1=O, [Na+], [Na+], O, c1ccc(P(c2ccccc2)(c2ccccc2)[Pd](P(c2ccccc2)(c2ccccc2)c2ccccc2)(P(c2ccccc2)(c2ccccc2)c2ccccc2)P(c2ccccc2)(c2ccccc2)c2ccccc2)cc1. Yields the product COc1cn(-c2ccc(-c3c(C)noc3C)cc2F)nc(-c2ccnn2-c2ccccc2)c1=O. Reaction SMILES: [C:46](=[O:47])([O-:48])[O-:49].[CH3:36][c:37]1[n:38][o:39][c:40]([CH3:45])[c:41]1[B:42]([OH:43])[OH:44].[CH3:52][O:53][CH2:54][CH2:55][O:56][CH3:57].[F:1][C:2]([F:3])([F:4])[S:5]([O:6][c:7]1[cH:8][c:9]([F:33])[c:10](-[n:13]2[n:14][c:15](-[c:22]3[cH:23][cH:24][n:25][n:26]3-[c:27]3[cH:28][cH:29][cH:30][cH:31][cH:32]3)[c:16](=[O:21])[c:17]([O:19][CH3:20])[cH:18]2)[cH:11][cH:12]1)(=[O:34])=[O:35].[Na+:50].[Na+:51].[OH2:135].[cH:58]1[cH:59][cH:60][c:61]([P:62]([Pd:63]([P:64]([c:65]2[cH:66][cH:67][cH:68][cH:69][cH:70]2)([c:71]2[cH:72][cH:73][cH:74][cH:75][cH:76]2)[c:77]2[cH:78][cH:79][cH:80][cH:81][cH:82]2)([P:83]([c:84]2[cH:85][cH:86][cH:87][cH:88][cH:89]2)([c:90]2[cH:91][cH:92][cH:93][cH:94][cH:95]2)[c:96]2[cH:97][cH:98][cH:99][cH:100][cH:101]2)[P:102]([c:103]2[cH:104][cH:105][cH:106][cH:107][cH:108]2)([c:109]2[cH:110][cH:111][cH:112][cH:113][cH:114]2)[c:115]2[cH:116][cH:117][cH:118][cH:119][cH:120]2)([c:121]2[cH:122][cH:123][cH:124][cH:125][cH:126]2)[c:127]2[cH:128][cH:129][cH:130][cH:131][cH:132]2)[cH:133][cH:134]1>>[c:7]1(-[c:41]2[c:37]([CH3:36])[n:38][o:39][c:40]2[CH3:45])[cH:8][c:9]([F:33])[c:10](-[n:13]2[n:14][c:15](-[c:22]3[cH:23][cH:24][n:25][n:26]3-[c:27]3[cH:28][cH:29][cH:30][cH:31][cH:32]3)[c:16](=[O:21])[c:17]([O:19][CH3:20])[cH:18]2)[cH:11][cH:12]1. Reactants: C(C)(=O)OCCC=1C=NC=2N(C1O)N=CC2C2=CC=C(C=C2)SC2=CC=CC=C2 (6-(2-acetoxyethyl)-7-hydroxy-3-(4-phenylthiophenyl)pyrazolo[1,5-a]pyrimidine), [OH-].[Na+] (sodium hydroxide). Run in CO (methanol). Run at time 21 hour. Product: OC1=C(C=NC=2N1N=CC2C2=CC=C(C=C2)SC2=CC=CC=C2)CCO (7-Hydroxy-6-(2-hydroxyethyl)-3-(4-phenylthiophenyl)pyrazolo[1,5-a]pyrimidine). RXN SMILES: C([O:4][CH2:5][CH2:6][C:7]1[CH:8]=[N:9][C:10]2[N:11]([N:14]=[CH:15][C:16]=2[C:17]2[CH:22]=[CH:21][C:20]([S:23][C:24]3[CH:29]=[CH:28][CH:27]=[CH:26][CH:25]=3)=[CH:19][CH:18]=2)[C:12]=1[OH:13])(=O)C.[OH-].[Na+]>CO>[OH:13][C:12]1[N:11]2[N:14]=[CH:15][C:16]([C:17]3[CH:18]=[CH:19][C:20]([S:23][C:24]4[CH:29]=[CH:28][CH:27]=[CH:26][CH:25]=4)=[CH:21][CH:22]=3)=[C:10]2[N:9]=[CH:8][C:7]=1[CH2:6][CH2:5][OH:4] |f:1.2|. Procedure: To a methanol suspension of 180 mg of 6-(2-acetoxyethyl)-7-hydroxy-3-(4-phenylthiophenyl)pyrazolo[1,5-a]pyrimidine, 2 ml of 2N sodium hydroxide was added, and stirred for 21 hours at room temperature. Turning acidic with 10% hydrochloric acid, the precipitate was filtered, washed with-water, dried, and the title compound was obtained (150 mg, 93%).